Dataset: the Open Reaction Database (ORD), a public repository of structured organic reaction records. Task: describe an organic reaction: reactants, conditions, products, and yield The reactants are C1(CC1)C(CC(=O)OCC)C1=NC=NC(=C1)OCC=1C=NC(=C(C1)O)C1=C(C=CC(=C1)OC)F (ethyl 3-cyclopropyl-3-(6-((6-(2-fluoro-5-methoxyphenyl)-5-hydroxypyridin-3-yl)methoxy)pyrimidin-4-yl)propanoate), FC(CCO)(F)F (3,3,3-trifluoro-1-propanol), C(#N)C=P(CCCC)(CCCC)CCCC (cyanomethylenetributylphosphorane), O (water). Run in C1(=CC=CC=C1)C (toluene). Run at temperature 100 celsius, time 4 hour. Yields the product C1(CC1)C(CC(=O)OCC)C1=NC=NC(=C1)OCC=1C=NC(=C(C1)OCCC(F)(F)F)C1=C(C=CC(=C1)OC)F (ethyl 3-cyclopropyl-3-(6-((6-(2-fluoro-5-methoxyphenyl)-5-(3,3,3-trifluoropropoxy)pyridin-3-yl)methoxy)pyrimidin-4-yl)propanoate). As a reaction SMILES: [CH:1]1([CH:4]([C:11]2[CH:16]=[C:15]([O:17][CH2:18][C:19]3[CH:20]=[N:21][C:22]([C:26]4[CH:31]=[C:30]([O:32][CH3:33])[CH:29]=[CH:28][C:27]=4[F:34])=[C:23]([OH:25])[CH:24]=3)[N:14]=[CH:13][N:12]=2)[CH2:5][C:6]([O:8][CH2:9][CH3:10])=[O:7])[CH2:3][CH2:2]1.[F:35][C:36]([F:41])([F:40])[CH2:37][CH2:38]O.C(C=P(CCCC)(CCCC)CCCC)#N.O>C1(C)C=CC=CC=1>[CH:1]1([CH:4]([C:11]2[CH:16]=[C:15]([O:17][CH2:18][C:19]3[CH:20]=[N:21][C:22]([C:26]4[CH:31]=[C:30]([O:32][CH3:33])[CH:29]=[CH:28][C:27]=4[F:34])=[C:23]([O:25][CH2:38][CH2:37][C:36]([F:41])([F:40])[F:35])[CH:24]=3)[N:14]=[CH:13][N:12]=2)[CH2:5][C:6]([O:8][CH2:9][CH3:10])=[O:7])[CH2:3][CH2:2]1. Procedure: Under a nitrogen atmosphere, to a solution of ethyl 3-cyclopropyl-3-(6-((6-(2-fluoro-5-methoxyphenyl)-5-hydroxypyridin-3-yl)methoxy)pyrimidin-4-yl)propanoate (57 mg) in toluene (1.2 mL) were added 3,3,3-trifluoro-1-propanol (21 μL) and cyanomethylenetributylphosphorane (64 uL), and the mixture was stirred at 100° C. for 4 hr. After allowing to cool to room temperature, the reaction mixture was poured into water, and the mixture was extracted with ethyl acetate. The extract was washed with satura... Reactants: CCNCC, COC(=O)C(C)(C)c1ccc(C#Cc2cc(C3CC3)c3c(c2)C(C)(C)CC2(CC2)O3)cc1, CCOC(C)=O, CCCCCC, C#Cc1cc(CN(C)C2CC2)c2c(c1)C(C)(C)CC(C)(C)O2, [Cu]I, Cl[Pd]Cl, c1ccc(P(c2ccccc2)c2ccccc2)cc1, c1ccc(P(c2ccccc2)c2ccccc2)cc1. Yields the product COC(=O)C(C)(C)c1ccc(C#Cc2cc(CN(C)C3CC3)c3c(c2)C(C)(C)CC(C)(C)O3)cc1. RXN SMILES: [CH2:55]([NH:56][CH2:57][CH3:58])[CH3:59].[CH3:23][O:24][C:25]([C:26]([CH3:27])([CH3:28])[c:29]1[cH:30][cH:31][c:32]([C:35]#[C:36][c:37]2[cH:38][c:39]([CH:40]3[CH2:41][CH2:42]3)[c:43]3[c:52]([cH:53]2)[C:49]([CH3:50])([CH3:51])[CH2:48][C:45]2([O:44]3)[CH2:46][CH2:47]2)[cH:33][cH:34]1)=[O:54].[CH3:60][CH2:61][O:62][C:63](=[O:64])[CH3:65].[CH3:66][CH2:67][CH2:68][CH2:69][CH2:70][CH3:71].[CH:1]1([N:4]([CH3:5])[CH2:6][c:7]2[cH:8][c:9]([C:21]#[CH:22])[cH:10][c:11]3[c:16]2[O:15][C:14]([CH3:17])([CH3:18])[CH2:13][C:12]3([CH3:19])[CH3:20])[CH2:2][CH2:3]1.[Cu:72][I:73].[Pd:74]([Cl:75])[Cl:76].[c:77]1([P:78]([c:79]2[cH:80][cH:81][cH:82][cH:83][cH:84]2)[c:85]2[cH:86][cH:87][cH:88][cH:89][cH:90]2)[cH:91][cH:92][cH:93][cH:94][cH:95]1.[c:96]1([P:97]([c:98]2[cH:99][cH:100][cH:101][cH:102][cH:103]2)[c:104]2[cH:105][cH:106][cH:107][cH:108][cH:109]2)[cH:110][cH:111][cH:112][cH:113][cH:114]1>>[CH:1]1([N:4]([CH3:5])[CH2:6][c:7]2[cH:8][c:9]([C:21]#[C:22][c:32]3[cH:31][cH:30][c:29]([C:26]([C:25]([O:24][CH3:23])=[O:54])([CH3:27])[CH3:28])[cH:34][cH:33]3)[cH:10][c:11]3[c:16]2[O:15][C:14]([CH3:17])([CH3:18])[CH2:13][C:12]3([CH3:19])[CH3:20])[CH2:2][CH2:3]1. The reactants are FC1=CC=C(C(=O)OCC)C=C1 (ethyl 4-fluorobenzoate), C(C)(C)S[Na] (isopropylsulfanylsodium). Solvent: CN(C)C=O (DMF), C(C)(=O)OCC (ethyl acetate). Reaction conditions: temperature 80 celsius. Yields the product C(C)(C)SC1=CC=C(C(=O)OCC)C=C1 (ethyl 4-isopropylsulfanylbenzoate). Isolated yield 67.3%. As a reaction SMILES: F[C:2]1[CH:12]=[CH:11][C:5]([C:6]([O:8][CH2:9][CH3:10])=[O:7])=[CH:4][CH:3]=1.[CH:13]([S:16][Na])([CH3:15])[CH3:14]>CN(C=O)C.C(OCC)(=O)C>[CH:13]([S:16][C:2]1[CH:12]=[CH:11][C:5]([C:6]([O:8][CH2:9][CH3:10])=[O:7])=[CH:4][CH:3]=1)([CH3:15])[CH3:14]. Reported procedure: A mixture of ethyl 4-fluorobenzoate (390 mg, 2.32 mmol) and isopropylsulfanylsodium (273 mg, 2.78 mmol) in DMF (2.5 mL) was heated at 80° C. for 36 h. The reaction mixture was diluted with ethyl acetate before being washed with 1N NaOH and then brine. The organic layer was dried over sodium sulfate and evaporated. The residue was purified by column chromatography eluting with 50-100% ethyl acetate in hexanes to give ethyl 4-isopropylsulfanylbenzoate (350 mg). The reactants are FC=1C=C(CBr)C=C(C1)C(=C(Cl)Cl)Cl (3-fluoro-5-(trichlorovinyl)benzyl bromide), [N-]=[N+]=[N-].[Na+] (sodium azide). Run in C(C)O (ethanol). Product: FC=1C=C(CN=[N+]=[N-])C=C(C1)C(=C(Cl)Cl)Cl (3-Fluoro-5-(trichlorovinyl)benzyl azide). Reaction SMILES: [F:1][C:2]1[CH:3]=[C:4]([CH:7]=[C:8]([C:10]([Cl:14])=[C:11]([Cl:13])[Cl:12])[CH:9]=1)[CH2:5]Br.[N-:15]=[N+:16]=[N-:17].[Na+]>C(O)C>[F:1][C:2]1[CH:3]=[C:4]([CH:7]=[C:8]([C:10]([Cl:14])=[C:11]([Cl:13])[Cl:12])[CH:9]=1)[CH2:5][N:15]=[N+:16]=[N-:17] |f:1.2|. Procedure: A solution of 3-fluoro-5-(trichlorovinyl)benzyl bromide (3.18 g) and sodium azide (0.975 g) in 25 ml of ethanol is heated at reflux for 2 hours. The reaction mixture is concentrated and the residue triturated with 50 ml of hexane. The mixture is filtered and the filtrate concentrated to give the desired azide.